This data is from the Open Reaction Database (ORD), a public repository of structured organic reaction records. The task is: describe an organic reaction: reactants, conditions, products, and yield Starting materials: C(C1=CC=CC=C1)N1N=CC(=C1C1=CC=CC=C1)/C=C/C(=O)OCC (ethyl(E)-3-(1-benzyl-5-phenyl-1H-pyrazol-4-yl)propenoate), C(=O)O (formic acid). Reagents/catalysts: [C].[Pd] (palladium-carbon). Solvent: C(C)O (ethanol). Yields the product C1(=CC=CC=C1)C1=NNC=C1CCC(=O)OCC (ethyl 3-(3-phenyl-1H-pyrazol-4-yl)propionate). Yield: 54.4%. RXN SMILES: C([N:8]1[C:12]([C:13]2[CH:18]=[CH:17][CH:16]=[CH:15][CH:14]=2)=[C:11](/[CH:19]=[CH:20]/[C:21]([O:23][CH2:24][CH3:25])=[O:22])[CH:10]=[N:9]1)C1C=CC=CC=1.C(O)=O>[C].[Pd].C(O)C>[C:13]1([C:12]2[C:11]([CH2:19][CH2:20][C:21]([O:23][CH2:24][CH3:25])=[O:22])=[CH:10][NH:9][N:8]=2)[CH:14]=[CH:15][CH:16]=[CH:17][CH:18]=1 |f:2.3|. Procedure details: A mixture of ethyl(E)-3-(1-benzyl-5-phenyl-1H-pyrazol-4-yl)propenoate (300 mg), 5% palladium-carbon (600 mg), formic acid (3 ml), and ethanol (10 ml) was refluxed for 2 hours. After the palladium-carbon was removed by filtration, the filtrate was concentrated. The residue was dissolved in ethyl acetate, washed with saturated aqueous sodium bicarbonate and then with saturated aqueous sodium chloride solution, dried (MgSO4), and concentrated. The residue was subjected to silica gel column chromato... Starting materials: C(C)P(O)(=O)C1=C(C=CC(=C1)NC1=C(C=C(C=C1)C(F)(F)F)[N+](=O)[O-])[N+](=O)[O-] (P-ethyl-2-nitro-5-(2-nitro-4-trifluoromethyl-anilino)phenylphosphinic acid), COC(CBr)=O (methylbromoacetate). Product: C(C)P(OCC(=O)OC)(=O)C1=C(C=CC(=C1)NC1=C(C=C(C=C1)C(F)(F)F)[N+](=O)[O-])[N+](=O)[O-] (methoxycarbonylmethyl P-ethyl-2-nitro-5-(2-nitro-4-trifluoromethylanilino)phenylphosphinate). As a reaction SMILES: [CH2:1]([P:3]([C:6]1[CH:11]=[C:10]([NH:12][C:13]2[CH:18]=[CH:17][C:16]([C:19]([F:22])([F:21])[F:20])=[CH:15][C:14]=2[N+:23]([O-:25])=[O:24])[CH:9]=[CH:8][C:7]=1[N+:26]([O-:28])=[O:27])(=[O:5])[OH:4])[CH3:2].[CH3:29][O:30][C:31](=[O:34])[CH2:32]Br>>[CH2:1]([P:3]([C:6]1[CH:11]=[C:10]([NH:12][C:13]2[CH:18]=[CH:17][C:16]([C:19]([F:22])([F:20])[F:21])=[CH:15][C:14]=2[N+:23]([O-:25])=[O:24])[CH:9]=[CH:8][C:7]=1[N+:26]([O-:28])=[O:27])(=[O:4])[O:5][CH2:32][C:31]([O:30][CH3:29])=[O:34])[CH3:2]. Reported procedure: Following the procedure of Example 32, P-ethyl-2-nitro-5-(2-nitro-4-trifluoromethyl-anilino)phenylphosphinic acid is reacted with methylbromoacetate to give methoxycarbonylmethyl P-ethyl-2-nitro-5-(2-nitro-4-trifluoromethylanilino)phenylphosphinate.